This data is from the Open Reaction Database (ORD), a public repository of structured organic reaction records. The task is: describe an organic reaction: reactants, conditions, products, and yield The reactants are BrC(C=1C(=CC=CC1)C(Br)Br)Br (α,α,α',α'-tetrabromo-o-xylene), ( V ), C(\C=C\C#N)#N (fumaronitrile), [I-].[Na+] (sodium iodide). Run in CN(C=O)C (N,N-dimethylformamide). Yields the product C(#N)C1=CC2=CC=CC=C2C=C1C#N (2,3-dicyanonaphthalene), ( VI ). As a reaction SMILES: Br[CH:2](Br)[C:3]1[C:4]([CH:9](Br)Br)=[CH:5][CH:6]=[CH:7][CH:8]=1.[C:13](#[N:18])/[CH:14]=[CH:15]/[C:16]#[N:17].[I-].[Na+]>CN(C)C=O>[C:16]([C:15]1[C:14]([C:13]#[N:18])=[CH:9][C:4]2[C:3](=[CH:8][CH:7]=[CH:6][CH:5]=2)[CH:2]=1)#[N:17] |f:2.3|. Procedure: That is, α,α,α',α'-tetrabromo-o-xylene [the formula (V)] in an amount of 0.1 mol and fumaronitrile in an amount of 0.178 mol are reacted at 75° C. for 7 hours in the presence of 0.67 mol of sodium iodide in anhydrous N,N-dimethylformamide to yield 2,3-dicyanonaphthalene of the formula (VI). Subsequently, 57.3 mmol of the 2,3-dicyanonaphthalene is reacted with ammonia in the presence of sodium methoxide in methanol with heating for 3 hours to yield 1,3-diiminobenzo(f)isoindoline of the formula (V...